This data is from the Open Reaction Database (ORD), a public repository of structured organic reaction records. The task is: describe an organic reaction: reactants, conditions, products, and yield The reactants are BrCCCC(=O)OCC (ethyl 4-bromobutanoate), Cl.FC(C1=C(C=CC(=C1)C1=NC(=NO1)C1=CC2=C(CCNCC2)C=C1)C1=CC=CC=C1)(F)F (7-{5-[2-(Trifluoromethyl)-4-biphenylyl]-1,2,4-oxadiazol-3-yl}-2,3,4,5-tetrahydro-1H-3-benzazepine hydrochloride), CCN(C(C)C)C(C)C (DIPEA), BrCCCC(=O)OCC (ethyl 4-bromobutanoate). The solvent is CN(C)C=O (DMF). Conditions: temperature 60 celsius, time 8 hour. Product: FC(C1=C(C=CC(=C1)C1=NC(=NO1)C1=CC2=C(CCN(CC2)CCCC(=O)OCC)C=C1)C1=CC=CC=C1)(F)F (Ethyl 4-(7-{5-[2-(trifluoromethyl)-4-biphenylyl]-1,2,4-oxadiazol-3-yl}-1,2,4,5-tetrahydro-3H-3-benzazepin-3-yl)butanoate). Yield: 107.1%. Reaction SMILES: Cl.[F:2][C:3]([F:33])([F:32])[C:4]1[CH:9]=[C:8]([C:10]2[O:14][N:13]=[C:12]([C:15]3[CH:25]=[CH:24][C:18]4[CH2:19][CH2:20][NH:21][CH2:22][CH2:23][C:17]=4[CH:16]=3)[N:11]=2)[CH:7]=[CH:6][C:5]=1[C:26]1[CH:31]=[CH:30][CH:29]=[CH:28][CH:27]=1.CCN(C(C)C)C(C)C.Br[CH2:44][CH2:45][CH2:46][C:47]([O:49][CH2:50][CH3:51])=[O:48]>CN(C=O)C>[F:33][C:3]([F:2])([F:32])[C:4]1[CH:9]=[C:8]([C:10]2[O:14][N:13]=[C:12]([C:15]3[CH:25]=[CH:24][C:18]4[CH2:19][CH2:20][N:21]([CH2:44][CH2:45][CH2:46][C:47]([O:49][CH2:50][CH3:51])=[O:48])[CH2:22][CH2:23][C:17]=4[CH:16]=3)[N:11]=2)[CH:7]=[CH:6][C:5]=1[C:26]1[CH:27]=[CH:28][CH:29]=[CH:30][CH:31]=1 |f:0.1|. Procedure: 7-{5-[2-(Trifluoromethyl)-4-biphenylyl]-1,2,4-oxadiazol-3-yl}-2,3,4,5-tetrahydro-1H-3-benzazepine hydrochloride (Example 20) (200 mg, 0.424 mmol), DIPEA (0.281 ml, 1.608 mmol) and ethyl 4-bromobutanoate (0.131 ml, 0.919 mmol) were stirred at RT in DMF (10 ml) for 5 hours. The reaction mixture was then heated to 60° C. for 5 hrs, and then allowed to stand overnight at room temperature. Further ethyl 4-bromobutanoate (0.066 ml, 0.459 mmol) was added and the reaction mixture heated at 60° C. for 6 ... Starting materials: [Na+], COc1ccc2c(c1)CCC1CCNC(=O)C(CC(C)=O)=C21, [OH-], O, OCCO, c1ccccc1. Yields the product COc1ccc2c(c1)CCC1CCNC(=O)C(CC3(C)OCCO3)=C21. As a reaction SMILES: [Na+:28].[O:1]=[C:2]([CH2:3][C:4]1=[C:10]2[CH:9]([CH2:8][CH2:7][NH:6][C:5]1=[O:21])[CH2:18][CH2:17][c:16]1[c:11]2[cH:12][cH:13][c:14]([O:19][CH3:20])[cH:15]1)[CH3:22].[OH-:27].[OH2:35].[OH:23][CH2:24][CH2:25][OH:26].[cH:29]1[cH:30][cH:31][cH:32][cH:33][cH:34]1>>[O:1]1[C:2]([CH2:3][C:4]2=[C:10]3[CH:9]([CH2:8][CH2:7][NH:6][C:5]2=[O:21])[CH2:18][CH2:17][c:16]2[c:11]3[cH:12][cH:13][c:14]([O:19][CH3:20])[cH:15]2)([CH3:22])[O:23][CH2:24][CH2:25]1. Reactants: C(C=C)ON1[C@@H]2C(=C[C@H](N(C1=O)C2)C(=O)N)C ((2S,5R)-6-(allyloxy)-4-methyl-7-oxo-1,6-diazabicyclo[3.2.1]oct-3-ene-2-carboxamide), C(C=C)ON[C@H]1CN[C@@H](C=C1C(=C)C)CO[Si](C)(C)C(C)(C)C (O-allyl-N-((3R,6S)-6-((tert-butyldimethylsilyloxy)-methyl)-4-(prop-1-en-2-yl)-1,2,3,6-tetrahydropyridin-3-yl)hydroxylamine), C(C=C)ON[C@H]1CN[C@@H](C=C1C(=C)C)CO[Si](C)(C)C(C)(C)C (O-allyl-N-((3R,6S)-6-((tert-butyldimethylsilyloxy)-methyl)-4-(prop-1-en-2-yl)-1,2,3,6-tetrahydropyridin-3-yl)hydroxylamine). Yields the product C(C=C)ON1[C@@H]2C(=C[C@H](N(C1=O)C2)CO[Si](C)(C)C(C)(C)C)C(=C)C ((2S,5R)-6-(allyloxy)-2-((tert-butyldimethylsilyloxy)methyl)-4-(prop-1-en-2-yl)-1,6-diazabicyclo[3.2.1]oct-3-en-7-one), oil. Yield: 88.0%. RXN SMILES: [CH2:1]([O:4][NH:5][C@@H:6]1[C:11]([C:12]([CH3:14])=[CH2:13])=[CH:10][C@@H:9]([CH2:15][O:16][Si:17]([C:20]([CH3:23])([CH3:22])[CH3:21])([CH3:19])[CH3:18])[NH:8][CH2:7]1)[CH:2]=[CH2:3].[CH2:24]([O:27]N1C(=O)N2C[C@H]1C(C)=C[C@H]2C(N)=O)C=C>>[CH2:1]([O:4][N:5]1[C:24](=[O:27])[N:8]2[CH2:7][C@H:6]1[C:11]([C:12]([CH3:14])=[CH2:13])=[CH:10][C@H:9]2[CH2:15][O:16][Si:17]([C:20]([CH3:23])([CH3:22])[CH3:21])([CH3:19])[CH3:18])[CH:2]=[CH2:3]. Procedure: The title compound was prepared from O-allyl-N-((3R,6S)-6-((tert-butyldimethylsilyloxy)-methyl)-4-(prop-1-en-2-yl)-1,2,3,6-tetrahydropyridin-3-yl)hydroxylamine (Intermediate 56, 1.22 g, 3.60 mmol) following the procedure described for Intermediate 16. The desired product was obtained as a light yellow oil (1.16 g, 88%). Starting materials: O=C([O-])[O-], Cc1ccccc1, O=c1cc(COC2CCCCC2)[nH]c(=S)[nH]1, CI, [K+], [K+]. The product is CSc1nc(COC2CCCCC2)cc(=O)[nH]1. Reaction SMILES: [C:19](=[O:20])([O-:21])[O-:22].[CH3:25][c:26]1[cH:27][cH:28][cH:29][cH:30][cH:31]1.[CH:1]1([O:7][CH2:8][c:9]2[cH:10][c:11](=[O:16])[nH:12][c:13](=[S:15])[nH:14]2)[CH2:2][CH2:3][CH2:4][CH2:5][CH2:6]1.[I:17][CH3:18].[K+:23].[K+:24]>>[CH:1]1([O:7][CH2:8][c:9]2[cH:10][c:11](=[O:16])[nH:12][c:13]([S:15][CH3:19])[n:14]2)[CH2:2][CH2:3][CH2:4][CH2:5][CH2:6]1.